This data is from the Open Reaction Database (ORD), a public repository of structured organic reaction records. The task is: describe an organic reaction: reactants, conditions, products, and yield Reactants: C(C1=CC=CC=C1)N1N=CC2=CC(=CC=C12)NC1=NC=NC(=N1)Cl ((1-benzyl-1H-indazol-5-yl)-(4-chloro-[1,3,5]triazin-2-yl)amine), CI (MeI), [H-].[Na+] (NaH), [H-].[Na+] (NaH). Solvent: CN(C)C=O (DMF). Conditions: temperature 0 celsius, time 4.25 hour. Yields the product CN(C1=NC=NC(=N1)Cl)C=1C=C2C=NN(C2=CC1)CC1=CC=CC=C1 (N-methyl-(1-benzyl-1H-indazol-5-yl)-(4-chloro-[1,3,5]triazin-2-yl)amine). RXN SMILES: [CH2:1]([N:8]1[C:16]2[C:11](=[CH:12][C:13]([NH:17][C:18]3[N:23]=[C:22]([Cl:24])[N:21]=[CH:20][N:19]=3)=[CH:14][CH:15]=2)[CH:10]=[N:9]1)[C:2]1[CH:7]=[CH:6][CH:5]=[CH:4][CH:3]=1.[CH3:25]I.[H-].[Na+]>CN(C=O)C>[CH3:25][N:17]([C:13]1[CH:12]=[C:11]2[C:16](=[CH:15][CH:14]=1)[N:8]([CH2:1][C:2]1[CH:7]=[CH:6][CH:5]=[CH:4][CH:3]=1)[N:9]=[CH:10]2)[C:18]1[N:23]=[C:22]([Cl:24])[N:21]=[CH:20][N:19]=1 |f:2.3|. Reported procedure: To (1-benzyl-1H-indazol-5-yl)-(4-chloro-[1,3,5]triazin-2-yl)amine (473 mg, 1.40 mmol) in DMF (7.5 ml) at 0° C. was added MeI (0.262 mL, 4.21 mmol), followed by NaH (60% dispersion in oil)(67.4 mg, 1.69 mmol). The resulting mixture was stirred at 0° C. for 4.25 h. An additional 10 mg NaH was added after 3.1 h as TLC indicated remaining starting material. At this point, the reaction mixture was quenched with sat'd aq NH4Cl and diluted with water and EtOAc. The organic layer was washed with water a... Starting materials: COc1cc2c(C#N)c[nH]c(=O)c2cc1OC, COc1ccccc1, O=P(Br)(Br)Br. Product: COc1cc2c(C#N)cnc(Br)c2cc1OC. RXN SMILES: [CH3:1][O:2][c:3]1[cH:4][c:5]2[c:6]([C:16]#[N:17])[cH:7][nH:8][c:9](=[O:15])[c:10]2[cH:11][c:12]1[O:13][CH3:14].[CH3:23][O:24][c:25]1[cH:26][cH:27][cH:28][cH:29][cH:30]1.[P:18]([Br:19])([Br:20])([Br:21])=[O:22]>>[CH3:1][O:2][c:3]1[cH:4][c:5]2[c:6]([C:16]#[N:17])[cH:7][n:8][c:9]([Br:20])[c:10]2[cH:11][c:12]1[O:13][CH3:14]. Reactants: CC1CCNC1CO, Cl, CC(C)(C)OC(=O)N1CCC(O)C1CO. Yields the product Cl, OCC1NCCC1O. RXN SMILES: [CH3:17][CH:18]1[CH2:19][CH2:20][NH:21][CH:22]1[CH2:23][OH:24].[ClH:16].[OH:1][CH:2]1[CH:3]([CH2:14][OH:15])[N:4]([C:7]([O:8][C:9]([CH3:10])([CH3:11])[CH3:12])=[O:13])[CH2:5][CH2:6]1>>[ClH:16].[OH:1][CH:2]1[CH:3]([CH2:14][OH:15])[NH:4][CH2:5][CH2:6]1.